Dataset: the Open Reaction Database (ORD), a public repository of structured organic reaction records. Task: describe an organic reaction: reactants, conditions, products, and yield Starting materials: CCOC(=O)N1c2ccc(C(F)(F)F)cc2C(NC2=NNN(CC(C)(C)C(=O)OC)N2Cc2cc(C(F)(F)F)cc(C(F)(F)F)c2)CC1CC, CCO. Yields the product CCOC(=O)N1c2ccc(C(F)(F)F)cc2C(NC2=NNN(CC(C)(C)C(=O)O)N2Cc2cc(C(F)(F)F)cc(C(F)(F)F)c2)CC1CC. RXN SMILES: [CH2:1]([CH3:2])[O:3][C:4](=[O:5])[N:6]1[CH:7]([CH2:49][CH3:50])[CH2:8][CH:9]([NH:20][C:21]2=[N:22][NH:23][N:24]([CH2:41][C:42]([CH3:43])([CH3:44])[C:45](=[O:46])[O:47][CH3:48])[N:25]2[CH2:26][c:27]2[cH:28][c:29]([C:37]([F:38])([F:39])[F:40])[cH:30][c:31]([C:33]([F:34])([F:35])[F:36])[cH:32]2)[c:10]2[cH:11][c:12]([C:16]([F:17])([F:18])[F:19])[cH:13][cH:14][c:15]21.[CH3:51][CH2:52][OH:53]>>[CH2:1]([CH3:2])[O:3][C:4](=[O:5])[N:6]1[CH:7]([CH2:49][CH3:50])[CH2:8][CH:9]([NH:20][C:21]2=[N:22][NH:23][N:24]([CH2:41][C:42]([CH3:43])([CH3:44])[C:45](=[O:46])[OH:47])[N:25]2[CH2:26][c:27]2[cH:28][c:29]([C:37]([F:38])([F:39])[F:40])[cH:30][c:31]([C:33]([F:34])([F:35])[F:36])[cH:32]2)[c:10]2[cH:11][c:12]([C:16]([F:17])([F:18])[F:19])[cH:13][cH:14][c:15]21. Reaction SMILES: [CH2:1]([O:8][C:9]1[CH:30]=[C:29]([O:31][CH2:32][C:33]2[CH:38]=[CH:37][CH:36]=[CH:35][CH:34]=2)[C:28]([C:39]([CH3:41])=[CH2:40])=[CH:27][C:10]=1[C:11]([NH:13][C:14]1[CH:19]=[CH:18][C:17]([CH2:20][N:21]2[CH2:26][CH2:25][O:24][CH2:23][CH2:22]2)=[CH:16][CH:15]=1)=[O:12])[C:2]1[CH:7]=[CH:6][CH:5]=[CH:4][CH:3]=1.[H-].[Na+].[CH3:44]I>CN(C=O)C.CCOC(C)=O.O>[CH2:1]([O:8][C:9]1[CH:30]=[C:29]([O:31][CH2:32][C:33]2[CH:38]=[CH:37][CH:36]=[CH:35][CH:34]=2)[C:28]([C:39]([CH3:41])=[CH2:40])=[CH:27][C:10]=1[C:11]([N:13]([CH3:44])[C:14]1[CH:15]=[CH:16][C:17]([CH2:20][N:21]2[CH2:26][CH2:25][O:24][CH2:23][CH2:22]2)=[CH:18][CH:19]=1)=[O:12])[C:2]1[CH:3]=[CH:4][CH:5]=[CH:6][CH:7]=1 |f:1.2|. Procedure details: 2,4-Bis-benzyloxy-5-isopropenyl-N-(4-morpholin-4-ylmethyl-phenyl)-benzamide (0.1 g, 0.18 mmol) [Method A2 from (2,4-bis-benzyloxy-5-isopropenyl)-benzoic acid (Preparation B5) and 4-morpholin-4-yl-methyl-phenylamine] were dissolved in DMF (1 ml) and treated with 60% NaH in mineral oil (11 mg, 1.6 eq) and the reaction mixture was stirred for 15 minutes followed by the addition of methyl iodide (26 mg, 0.18 mmol). The reaction mixture was then stirred for 1 hour at room temperature, and subsequentl... Reaction conditions: time 15 minute. The reactants are CI (methyl iodide), [H-].[Na+] (NaH), oil, C(C1=CC=CC=C1)OC1=C(C(=O)NC2=CC=C(C=C2)CN2CCOCC2)C=C(C(=C1)OCC1=CC=CC=C1)C(=C)C (2,4-Bis-benzyloxy-5-isopropenyl-N-(4-morpholin-4-ylmethyl-phenyl)-benzamide). The product is C(C1=CC=CC=C1)OC1=C(C(=O)N(C2=CC=C(C=C2)CN2CCOCC2)C)C=C(C(=C1)OCC1=CC=CC=C1)C(=C)C (2,4-bis-benzyloxy-5-isopropenyl-N-methyl-N-(4-morpholin-4-ylmethyl-phenyl)-benzamide). Solvent: CN(C)C=O (DMF), CCOC(=O)C (EtOAc), O (water). Isolated yield 118.5%. Reactants: C(CCC)[Sn](CCCC)(CCCC)Cl (tri-n-butyltin chloride), C([O-])(O)=O.[Na+] (sodium bicarbonate), C(CCC)[Li] (normal butyllithium), FC1=C(C=NC=C1)C (4-fluoro-3-methylpyridine), C(C)(C)NC(C)C (diisopropylamine). The solvent is C1CCOC1 (THF), C1CCOC1 (THF). Reaction conditions: time 30 minute. Yields the product FC1=C(C=NC=C1[Sn](CCCC)(CCCC)CCCC)C (4-fluoro-3-methyl-5-(tributylstannyl)pyridine). RXN SMILES: C(NC(C)C)(C)C.C([Li])CCC.[F:13][C:14]1[CH:19]=[CH:18][N:17]=[CH:16][C:15]=1[CH3:20].[CH2:21]([Sn:25](Cl)([CH2:30][CH2:31][CH2:32][CH3:33])[CH2:26][CH2:27][CH2:28][CH3:29])[CH2:22][CH2:23][CH3:24].C(=O)(O)[O-].[Na+]>C1COCC1>[F:13][C:14]1[C:19]([Sn:25]([CH2:26][CH2:27][CH2:28][CH3:29])([CH2:30][CH2:31][CH2:32][CH3:33])[CH2:21][CH2:22][CH2:23][CH3:24])=[CH:18][N:17]=[CH:16][C:15]=1[CH3:20] |f:4.5|. Reported procedure: A THF (1 mL) solution of diisopropylamine (160 μL; WAKO) was cooled to −78° C. under a nitrogen atmosphere followed by the dropwise addition of normal butyllithium (2.6 M, 430 μL; KANTO). The resulting mixture was stirred as it was for 30 minutes followed by the dropwise addition of a THF (1 mL) solution of 4-fluoro-3-methylpyridine (111 mg) and the resulting mixture was further stirred for 1 hour. Then tri-n-butyltin chloride (330 μL; TCI) was added and the resulting mixture was slowly raised t... The reactants are C[C@@H]([C@@H](C=1C=CC=CC1)O)NC (ephedrine), COC=1C=CC2=C(C1)C(=CC=N2)[C@@H]([C@H]3CC4CCN3C[C@@H]4C=C)O (quinidine), C[C@@H]([C@H](C=1C=CC=CC1)O)NC (pseudoephedrine), C1(=CC=CC=C1)C(N)CO (2-phenylglycinol), NC(CO)COC (2-amino-3-methoxy-1-propanol). Yields the product C(#N)C1=CC=C(C=C1)C1=NOC(C1)CC(=O)O (3-(4-cyanophenyl)isoxazolin-5(R,S)-ylacetic Acid). RXN SMILES: C[C@H:2]([NH:11]C)[C@H](O)C1C=CC=CC=1.[C:13]1([CH:19]([CH2:21]O)[NH2:20])[CH:18]=[CH:17][CH:16]=[CH:15][CH:14]=1.N[CH:24]([CH2:27][O:28]C)[CH2:25][OH:26].C[O:31]C1C=CC2N=CC=C([C@H](O)[C@@H]3N4C[C@H](C=C)C(CC4)C3)C=2C=1.C[C@H](NC)[C@@H](O)C1C=CC=CC=1>>[C:2]([C:16]1[CH:15]=[CH:14][C:13]([C:19]2[CH2:21][CH:27]([CH2:24][C:25]([OH:26])=[O:31])[O:28][N:20]=2)=[CH:18][CH:17]=1)#[N:11]. Procedure details: 3-(4-Cyanophenyl)isoxazolin-5(S)-ylacetic acid (127 g, 0.55 moles) and (+)-cinchonidine (180.37 g, 0.55 mol) were added to acetone (2.0 L) and stirred at ambien temperature for at least 1.5 hrs. The resulting precipitate (169.21 g) was collected by filtration. The precipitate was dissolved in hot acetone (4.0 L) while stirring. After complete dissolution, the solution was allowed to stand overnight. The crystals formed were collected by filtration and recrystallized with acetone again to yield t... Starting materials: B, C=C1CCN(CC)c2c1cccc2C(O[SiH](C)C)C(C)(C)C, CSC, [Na+], C1CCOC1, [OH-], O, OO. The product is CCN1CCC(CO)c2cccc(C(O[SiH](C)C)C(C)(C)C)c21. RXN SMILES: [BH3:26].[C:1]([CH3:2])([CH3:3])([CH3:4])[CH:5]([c:6]1[cH:7][cH:8][cH:9][c:10]2[c:15]1[N:14]([CH2:16][CH3:17])[CH2:13][CH2:12][C:11]2=[CH2:18])[O:19][SiH:20]([CH3:21])[CH3:22].[CH3:23][S:24][CH3:25].[Na+:28].[O:31]1[CH2:32][CH2:33][CH2:34][CH2:35]1.[OH-:27].[OH2:36].[OH:29][OH:30]>>[C:1]([CH3:2])([CH3:3])([CH3:4])[CH:5]([c:6]1[cH:7][cH:8][cH:9][c:10]2[c:15]1[N:14]([CH2:16][CH3:17])[CH2:13][CH2:12][CH:11]2[CH2:18][OH:27])[O:19][SiH:20]([CH3:21])[CH3:22]. The reactants are CS(C)=O, C[S+](C)(C)=O, CCOC(=O)C=Cc1cccc2nc(C(F)(F)F)cn12, [H-], [I-], [Na+], O. Product: CCOC(=O)C1CC1c1cccc2nc(C(F)(F)F)cn12. As a reaction SMILES: [CH3:30][S:31](=[O:32])[CH3:33].[CH3:4][S+:5]([CH3:6])([CH3:7])=[O:8].[F:9][C:10]([c:11]1[n:12][c:13]2[n:14]([c:15]([CH:19]=[CH:20][C:21](=[O:22])[O:23][CH2:24][CH3:25])[cH:16][cH:17][cH:18]2)[cH:26]1)([F:27])[F:28].[H-:1].[I-:3].[Na+:2].[OH2:29]>>[CH2:4]1[CH:19]([c:15]2[n:14]3[c:13]([n:12][c:11]([C:10]([F:9])([F:27])[F:28])[cH:26]3)[cH:18][cH:17][cH:16]2)[CH:20]1[C:21](=[O:22])[O:23][CH2:24][CH3:25]. The solvent is CO (methanol). Procedure details: A mixture of 6.0 g (5.5 mmol) of 1,4-dihydroxy-5,8-bis[2-[(2-hydroxypropylamino)ethylamino]anthraquinone dihydrochloride (which was prepared according to the procedures in Example 32 of U.S. Pat. No. 4,197,249) and 60 ml of methanol may be treated with anhydrous ammonia according to the procedure of Example 1 to yield free base 301, 1,4-dihydroxy-5,8-bis[2-[(2-hydroxypropylamino)ethylamino]-anthraquinone. Yields the product base 301, OC(CNCCNC1=CC=2C(C3=CC=CC=C3C(C2C=C1)=O)=O)C (2-[(2-hydroxypropylamino)ethylamino]-anthraquinone). RXN SMILES: Cl.Cl.[OH:3][CH:4]([CH3:26])[CH2:5][NH:6][CH2:7][CH2:8][NH:9][C:10]1[CH:23]=[CH:22][C:21]2[C:20](=[O:24])[C:19]3[C:14](=[CH:15][CH:16]=[CH:17][CH:18]=3)[C:13](=[O:25])[C:12]=2[CH:11]=1.N>CO>[OH:3][CH:4]([CH3:26])[CH2:5][NH:6][CH2:7][CH2:8][NH:9][C:10]1[CH:23]=[CH:22][C:21]2[C:20](=[O:24])[C:19]3[C:14](=[CH:15][CH:16]=[CH:17][CH:18]=3)[C:13](=[O:25])[C:12]=2[CH:11]=1 |f:0.1.2|. Reactants: N (ammonia), Cl.Cl.OC(CNCCNC1=CC=2C(C3=CC=CC=C3C(C2C=C1)=O)=O)C (2-[(2-hydroxypropylamino)ethylamino]anthraquinone dihydrochloride). Reactants: ClC=1C(=C2C(=NC1)N(C(=C2)C=2C=NN(C2)CC2=NC=CC=C2)S(=O)(=O)C2=CC=C(C)C=C2)C2=CN=C(S2)C2(CCC2)O (1-(5-(5-chloro-2-(1-(pyridin-2-ylmethyl)-1H-pyrazol-4-yl)-1-tosyl-1H-pyrrolo[2,3-b]pyridin-4-yl)thiazol-2-yl)cyclobutanol), ClC=1C(=C2C(=NC1)N(C(=C2)C2=CC=C(C=C2)CN2CCCC2)S(=O)(=O)C2=CC=C(C)C=C2)C2=CN=C(S2)C2(CCC2)O (1-(5-(5-chloro-2-(4-(pyrrolidin-1-ylmethyl)phenyl)-1-tosyl-1H-pyrrolo[2,3-b]pyridin-4-yl)thiazol-2-yl)cyclobutanol). The product is ClC=1C(=C2C(=NC1)NC(=C2)C=2C=NN(C2)CC2=NC=CC=C2)C2=CN=C(S2)C2(CCC2)O (1-(5-(5-chloro-2-(1-(pyridin-2-ylmethyl)-1H-pyrazol-4-yl)-1H-pyrrolo[2,3-b]pyridin-4-yl)thiazol-2-yl)cyclobutanol). As a reaction SMILES: [Cl:1][C:2]1[C:3]([C:33]2[S:37][C:36]([C:38]3([OH:42])[CH2:41][CH2:40][CH2:39]3)=[N:35][CH:34]=2)=[C:4]2[CH:10]=[C:9]([C:11]3[CH:12]=[N:13][N:14]([CH2:16][C:17]4[CH:22]=[CH:21][CH:20]=[CH:19][N:18]=4)[CH:15]=3)[N:8](S(C3C=CC(C)=CC=3)(=O)=O)[C:5]2=[N:6][CH:7]=1.ClC1C(C2SC(C3(O)CCC3)=NC=2)=C2C=C(C3C=CC(CN4CCCC4)=CC=3)N(S(C3C=CC(C)=CC=3)(=O)=O)C2=NC=1>>[Cl:1][C:2]1[C:3]([C:33]2[S:37][C:36]([C:38]3([OH:42])[CH2:41][CH2:40][CH2:39]3)=[N:35][CH:34]=2)=[C:4]2[CH:10]=[C:9]([C:11]3[CH:12]=[N:13][N:14]([CH2:16][C:17]4[CH:22]=[CH:21][CH:20]=[CH:19][N:18]=4)[CH:15]=3)[NH:8][C:5]2=[N:6][CH:7]=1. Reported procedure: The title compound was prepared as described in Example 8D, substituting 1-(5-(5-chloro-2-(1-(pyridin-2-ylmethyl)-1H-pyrazol-4-yl)-1-tosyl-1H-pyrrolo[2,3-b]pyridin-4-yl)thiazol-2-yl)cyclobutanol (Example 84B) 1-(5-(5-chloro-2-(4-(pyrrolidin-1-ylmethyl)phenyl)-1-tosyl-1H-pyrrolo[2,3-b]pyridin-4-yl)thiazol-2-yl)cyclobutanol (Example 8C). 1H NMR (300 MHz, DMSO-d6) δ 12.36 (bs, 1H), 8.55 (dd, J=5.0, 1.6 Hz, 1H), 8.45 (s, 1H), 8.23 (s, 1H), 8.19 (s, 1H), 8.13 (s, 1H), 7.83-7.77 (m, 1H), 7.34 (ddd, J=... Reactants: CON=C(C(=O)OCC)C=1N=C(SC1)NC(CCl)=O (ethyl α-methoxyimino-α-[2-(chloroacetamido)-thiazol-4-yl]acetate), [OH-].[K+] (potassium hydroxide). Run in O (water), C(C)O (ethanol). Run at time 20 minute. Product: CON=C(C(=O)O)C=1N=C(SC1)NC(CCl)=O (α-methoxyimino-α-[2-(chloroacetamido)thiazol-4-yl]acetic acid). Isolated yield 91.7%. RXN SMILES: [CH3:1][O:2][N:3]=[C:4]([C:10]1[N:11]=[C:12]([NH:15][C:16](=[O:19])[CH2:17][Cl:18])[S:13][CH:14]=1)[C:5]([O:7]CC)=[O:6].[OH-].[K+]>O.C(O)C>[CH3:1][O:2][N:3]=[C:4]([C:10]1[N:11]=[C:12]([NH:15][C:16](=[O:19])[CH2:17][Cl:18])[S:13][CH:14]=1)[C:5]([OH:7])=[O:6] |f:1.2|. Reported procedure: 12.66 g of ethyl α-methoxyimino-α-[2-(chloroacetamido)-thiazol-4-yl]acetate is added to a solution of 11.74 g of potassium hydroxide in a mixture of 25 ml of water and 500 ml of ethanol. After stirring for 20 minutes at room temperature, the reaction solution is subjected to the distillation of ethanol under reduced pressure. The residue is added to water, and the resultant solution is made acidic with addition of N-hydrochloric acid, followed by separating the insoluble materials by filtration.... Starting materials: N#Cc1n[nH]cc1-c1ccc(Cl)cc1C(=O)c1ccccc1, CC(=O)O. Product: Clc1ccc2c(c1)C(c1ccccc1)=NCc1n[nH]cc1-2. Reaction SMILES: [C:1]([c:2]1[cH:3][cH:4][cH:5][cH:6][cH:7]1)(=[O:8])[c:9]1[c:10](-[c:16]2[c:17]([C:21]#[N:22])[n:18][nH:19][cH:20]2)[cH:11][cH:12][c:13]([Cl:15])[cH:14]1.[CH3:23][C:24](=[O:25])[OH:26]>>[C:1]1([c:2]2[cH:3][cH:4][cH:5][cH:6][cH:7]2)=[N:22][CH2:21][c:17]2[c:16]([cH:20][nH:19][n:18]2)-[c:10]2[c:9]1[cH:14][c:13]([Cl:15])[cH:12][cH:11]2.